From a dataset of the Open Reaction Database (ORD), a public repository of structured organic reaction records. describe an organic reaction: reactants, conditions, products, and yield Starting materials: C1CO1 (ethylene oxide), C1CCOC1 (THF), Cl (hydrochloric acid). Run at temperature 0 celsius. Yields the product C(=C)C1=CC=C(C=C1)CCO (2-(4-Vinylphenyl)ethanol). Reaction SMILES: [CH2:1]1[O:3][CH2:2]1.Cl.[CH2:5]1[CH2:9]O[CH2:7][CH2:6]1>>[CH:6]([C:5]1[CH:9]=[CH:7][C:6]([CH2:2][CH2:1][OH:3])=[CH:5][CH:9]=1)=[CH2:7]. Reported procedure: To a VP-MgCl solution as prepared in Example 12 of this section was added a solution of 4.84 g ethylene oxide (0.11 mol) in 50 ml THF. The solution was added via additional funnel over one hour, maintaining the reaction mixture at 0° C. Keep stir at 0° C. for one more hour after the addition was finished. The reaction was then stirred for an additional 1 h at 0° C. 60 ml of 2 M aqueous hydrochloric acid (HCl) solution was added via the addition funnel, maintaining the temperature below 20° C. Th... Reactants: ClCCl, COc1ccc(C(=O)c2ccc(N)cc2)cc1, O=S(=O)(Cl)c1ccccc1, c1ccncc1. Product: COc1ccc(C(=O)c2ccc(NS(=O)(=O)c3ccccc3)cc2)cc1. As a reaction SMILES: [Cl:34][CH2:35][Cl:36].[NH2:11][c:12]1[cH:13][cH:14][c:15]([C:18](=[O:19])[c:20]2[cH:21][cH:22][c:23]([O:26][CH3:27])[cH:24][cH:25]2)[cH:16][cH:17]1.[c:1]1([S:7](=[O:8])(=[O:9])[Cl:10])[cH:2][cH:3][cH:4][cH:5][cH:6]1.[cH:28]1[cH:29][cH:30][n:31][cH:32][cH:33]1>>[c:1]1([S:7](=[O:8])(=[O:9])[NH:11][c:12]2[cH:13][cH:14][c:15]([C:18](=[O:19])[c:20]3[cH:21][cH:22][c:23]([O:26][CH3:27])[cH:24][cH:25]3)[cH:16][cH:17]2)[cH:2][cH:3][cH:4][cH:5][cH:6]1. Starting materials: FC(C1=CC=C(C=C1)S(=O)[O-])(F)F.[Li+] (lithium p-trifluoromethylphenyl sulfinate), ClCC(=CCOC(C)=O)C (1-chloro-2-methyl-4-acetoxy-but-2-ene). The solvent is CN(C=O)C (dimethylformamide). The product is FC(C1=CC=C(C=C1)S(=O)(=O)CC(=CCOC(C)=O)C)(F)F (1-(p-trifluoromethylphenylsulfonyl)-2-methyl-4-acetoxy-but-2-ene). Reaction SMILES: [F:1][C:2]([F:13])([F:12])[C:3]1[CH:8]=[CH:7][C:6]([S:9]([O-:11])=[O:10])=[CH:5][CH:4]=1.[Li+].Cl[CH2:16][C:17]([CH3:24])=[CH:18][CH2:19][O:20][C:21](=[O:23])[CH3:22]>CN(C)C=O>[F:13][C:2]([F:1])([F:12])[C:3]1[CH:4]=[CH:5][C:6]([S:9]([CH2:16][C:17]([CH3:24])=[CH:18][CH2:19][O:20][C:21](=[O:23])[CH3:22])(=[O:11])=[O:10])=[CH:7][CH:8]=1 |f:0.1|. Reported procedure: A mixture of the sulfinic acid salt (26.0 g.) and 1-chloro-2-methyl-4-acetoxy-but-2-ene (9.75 g.) in 125 ml. of dimethylformamide was heated to 60°C. for 33/4 hours, cooled, poured into 1.21. of water and extracted with ethyl acetate. The extracts were washed with water and brine and dried. Removal of the solvent afforded 18.72 g. of the desired product. Chromatography of a 3.5 g. portion on silica gel gave 3.25 g. of the 1-(p-trifluoromethylphenylsulfonyl)-2-methyl-4-acetoxy-but-2-ene as a colo... The reactants are [Al](C)(C)N.C1=CC=CC=C1 ((CH3)2AlNH2 benzene), C(C)OC(CCCOC=1C=C2C(=C(N(C2=CC1)CC1=CC=CC=C1)SC)CC(=O)N)=O (4-[[3-(2-amino-2-oxoethyl)-2-methylthio-1-(phenylmethyl)-1H-indol-5-yl]oxy]butanoic acid ethyl ester), Cl (HCl). Run in C1=CC=CC=C1 (benzene). Conditions: temperature 50 celsius. Product: NC1=C2C(=C(N(C2=CC=C1OCCCC=O)CC1=CC=CC=C1)SC)CC(=O)N (4-amino-4-oxobutoxyl-2-(methylthio)-1-(phenylmethyl)-1H-indole-3-acetamide). Yield: 84.0%. As a reaction SMILES: [Al]([NH2:4])(C)C.C1C=CC=CC=1.C(O[C:14](=[O:41])[CH2:15][CH2:16][CH2:17][O:18][C:19]1[CH:20]=[C:21]2[C:25](=[CH:26][CH:27]=1)[N:24]([CH2:28][C:29]1[CH:34]=[CH:33][CH:32]=[CH:31][CH:30]=1)[C:23]([S:35][CH3:36])=[C:22]2[CH2:37][C:38]([NH2:40])=[O:39])C.Cl>C1C=CC=CC=1>[NH2:4][C:20]1[C:19]([O:18][CH2:17][CH2:16][CH2:15][CH:14]=[O:41])=[CH:27][CH:26]=[C:25]2[C:21]=1[C:22]([CH2:37][C:38]([NH2:40])=[O:39])=[C:23]([S:35][CH3:36])[N:24]2[CH2:28][C:29]1[CH:30]=[CH:31][CH:32]=[CH:33][CH:34]=1 |f:0.1|. Procedure details: Ten mL of 0.6M (CH3)2AlNH2 /benzene was added to 200 mg (0.45 mmol) of 4-[[3-(2-amino-2-oxoethyl)-2-methylthio-1-(phenylmethyl)-1H-indol-5-yl]oxy]butanoic acid ethyl ester (Example 46) in 25 mL of benzene and the mixture heated at 50° C. for 1.75 hours. After cooling the mixture was decomposed with ice and 1N HCl added. The mixture was extracted with EtOAc, the EtOAc solution washed with saturated NaCl solution, dried (Na2SO4), and concentrated at reduced pressure. The residue was crystallized f...